The task is: describe an organic reaction: reactants, conditions, products, and yield. This data is from the Open Reaction Database (ORD), a public repository of structured organic reaction records. The reactants are C(C1=CC=CC=C1)OC(=O)N[C@@H](CC(N)=O)C(=O)O (N-(benzyloxycarbonyl)-L-asparagine), C(C)(=O)OCC (ethyl acetate), C(C)#N (acetonitrile), C(C)(=O)O.C(C)(=O)O.I(=O)C1=CC=CC=C1 (iodosobenzene diacetate). Run in O (water). Reaction conditions: time 8 hour. Product: NC[C@@H](C(=O)O)NC(=O)OCC1=CC=CC=C1 ((2S)-3-amino-2-{[(benzyloxy)carbonyl]amino}propionic acid). Reaction SMILES: [CH2:1]([O:8][C:9]([NH:11][C@H:12]([C:17]([OH:19])=[O:18])[CH2:13]C(=O)N)=[O:10])[C:2]1[CH:7]=[CH:6][CH:5]=[CH:4][CH:3]=1.C(OCC)(=O)C.C(#[N:28])C.C(O)(=O)C.C(O)(=O)C.I(C1C=CC=CC=1)=O>O>[NH2:28][CH2:13][C@H:12]([NH:11][C:9]([O:8][CH2:1][C:2]1[CH:3]=[CH:4][CH:5]=[CH:6][CH:7]=1)=[O:10])[C:17]([OH:19])=[O:18] |f:3.4.5|. Procedure details: To N-(benzyloxycarbonyl)-L-asparagine (7.5 g) were added ethyl acetate (36 ml), acetonitrile (36 ml), water (18 ml) and iodosobenzene diacetate (10 g), and the mixture was stirred overnight at room temperature. The reaction mixture was filtered, and the obtained solid was washed with ethyl acetate to give the title compound. Reactants: FC=1C=CC(=C(C1)C=1C2=C(N=CN1)N(C(=C2)I)S(=O)(=O)C2=CC=CC=C2)OC (4-(5-fluoro-2-methoxyphenyl)-6-iodo-7-(phenylsulfonyl)-7H-pyrrolo[2,3-d]pyrimidine), CC1(OB(OC1(C)C)C1=CCN(CC1)C(=O)OC(C)(C)C)C (tert-butyl 4-(4,4,5,5-tetramethyl-1,3,2-dioxaborolan-2-yl)-5,6-dihydropyridine-1(2H)-carboxylate), C([O-])([O-])=O.[Na+].[Na+] (sodium carbonate). Reagents/catalysts: Cl[Pd]([P](C1=CC=CC=C1)(C2=CC=CC=C2)C3=CC=CC=C3)([P](C4=CC=CC=C4)(C5=CC=CC=C5)C6=CC=CC=C6)Cl (bis(triphenylphosphine)palladium(II) dichloride). The solvent is C(C)(=O)OCC (ethyl acetate), COCCOC.C(C)O (1,2-dimethyoxyethane ethanol). Run at temperature 100 celsius, time 3 hour. Yields the product FC=1C=CC(=C(C1)C=1C2=C(N=CN1)N(C(=C2)C2=CCN(CC2)C(=O)OC(C)(C)C)S(=O)(=O)C2=CC=CC=C2)OC (tert-butyl 4-(4-(5-fluoro-2-methoxyphenyl)-7-(phenylsulfonyl)-7H-pyrrolo[2,3-d]pyrimidin-6-yl)-5,6-dihydropyridine-1(2H)-carboxylate). As a reaction SMILES: [F:1][C:2]1[CH:3]=[CH:4][C:5]([O:27][CH3:28])=[C:6]([C:8]2[C:9]3[CH:16]=[C:15](I)[N:14]([S:18]([C:21]4[CH:26]=[CH:25][CH:24]=[CH:23][CH:22]=4)(=[O:20])=[O:19])[C:10]=3[N:11]=[CH:12][N:13]=2)[CH:7]=1.CC1(C)C(C)(C)OB([C:37]2[CH2:42][CH2:41][N:40]([C:43]([O:45][C:46]([CH3:49])([CH3:48])[CH3:47])=[O:44])[CH2:39][CH:38]=2)O1.C(=O)([O-])[O-].[Na+].[Na+]>COCCOC.C(O)C.C(OCC)(=O)C.Cl[Pd](Cl)([P](C1C=CC=CC=1)(C1C=CC=CC=1)C1C=CC=CC=1)[P](C1C=CC=CC=1)(C1C=CC=CC=1)C1C=CC=CC=1>[F:1][C:2]1[CH:3]=[CH:4][C:5]([O:27][CH3:28])=[C:6]([C:8]2[C:9]3[CH:16]=[C:15]([C:37]4[CH2:42][CH2:41][N:40]([C:43]([O:45][C:46]([CH3:49])([CH3:48])[CH3:47])=[O:44])[CH2:39][CH:38]=4)[N:14]([S:18]([C:21]4[CH:26]=[CH:25][CH:24]=[CH:23][CH:22]=4)(=[O:20])=[O:19])[C:10]=3[N:11]=[CH:12][N:13]=2)[CH:7]=1 |f:2.3.4,5.6,^1:74,93|. Reported procedure: To a solution of Example 3C (3.07 g, 6.03 mmol) in 70 mL 1,2-dimethyoxyethane/ethanol (50:20) was added tert-butyl 4-(4,4,5,5-tetramethyl-1,3,2-dioxaborolan-2-yl)-5,6-dihydropyridine-1(2H)-carboxylate (2.80 g, 9.04 mmol), 2M sodium carbonate (12.06 mL, 24.11 mmol) and bis(triphenylphosphine)palladium(II) dichloride (0.423 g, 0.603 mmol). The mixture was stirred at 100° C. for 3 hours, cooled and diluted with 50 mL ethyl acetate. The organic layer was washed with saturated sodium bicarbonate, wat... Reactants: CON=C1COC2=C[N+](=CC=C21)[O-] (3-(methoxyimino)-2,3-dihydrofuro[2,3-c]pyridine 6-oxide), P(=O)(Cl)(Cl)Cl (phosphoryl chloride). Run in C(Cl)Cl (DCM). Reaction conditions: temperature 50 celsius. Product: CON=C1COC2=C(N=CC=C21)Cl (7-chlorofuro[2,3-c]pyridin-3(2H)-one O-methyl oxime). As a reaction SMILES: [CH3:1][O:2][N:3]=[C:4]1[C:12]2[C:7](=[CH:8][N+:9]([O-])=[CH:10][CH:11]=2)[O:6][CH2:5]1.P(Cl)(Cl)([Cl:16])=O>C(Cl)Cl>[CH3:1][O:2][N:3]=[C:4]1[C:12]2[C:7](=[C:8]([Cl:16])[N:9]=[CH:10][CH:11]=2)[O:6][CH2:5]1. Reported procedure: To a solution of 3-(methoxyimino)-2,3-dihydrofuro[2,3-c]pyridine 6-oxide (5.35 mmol) in 30 mL DCM were added 2.9 mL phosphoryl chloride at 0° C. The mixture was heated to 50° C. for 7 h, concentrated in vacuo, redissolved in DCM and quenched with solid NaHCO3 and then water. The aqueous layer was extracted with DCM (2×). The combined organic layers were dried over MgSO4 and concentrated in vacuo. Purification by CC (KP-SIL™ from Biotage) using Hept/EtOAc (8/2) gives the desired product as beige ...